describe an organic reaction: reactants, conditions, products, and yield From a dataset of the Open Reaction Database (ORD), a public repository of structured organic reaction records. Isolated yield 88.0%. Reported procedure: To a solution of thioglycoside 78 (1.40 g, 3.10 mmol) in 15 mL of methylene chloride is added N,N-diisopropylethylamine (0.64 mL, 3.70 mmol), followed by 2-(trimethylsilyl)ethoxymethyl chloride (0.60 mL, 3.40 mmol). The mixture is stirred at room temperature for 2 h, poured into saturated NaCl (50 mL) and extracted with CH2Cl2 (2×50 mL), dried over Na2SO4, concentrated, and purified by flash chromatography (40% EtOAc/hexane) to give 1.60 g (89%) of 1-deoxy-1-{4-[2(trimethylsilyl)ethoxymethoxy]ph... The reactants are OC1=CC=C(C=C1)S[C@H]1[C@H](OC(C)=O)[C@@H](OC(C)=O)[C@@H](OC(C)=O)[C@H](O1)COC(C)=O (1-deoxy-1-(4-hydroxyphenylthio)-2,3,4,6-tetra-O-acetyl-β-D-galactopyranose), C(C)(C)N(C(C)C)CC (N,N-diisopropylethylamine), [Na+].[Cl-] (NaCl), C[Si](CCOCCl)(C)C (2-(trimethylsilyl)ethoxymethyl chloride). Conditions: time 2 hour. The solvent is C(Cl)Cl (methylene chloride). The product is C[Si](CCOCOC1=CC=C(C=C1)S[C@H]1[C@H](OC(C)=O)[C@@H](OC(C)=O)[C@@H](OC(C)=O)[C@H](O1)COC(C)=O)(C)C (1-deoxy-1-{4-[2(trimethylsilyl)ethoxymethoxy]phenylthio}-2,3,4,6-tetra-O-acetyl-β-D-galactopyranose). As a reaction SMILES: [OH:1][C:2]1[CH:7]=[CH:6][C:5]([S:8][C@@H:9]2[O:26][C@H:25]([CH2:27][O:28][C:29](=[O:31])[CH3:30])[C@H:20]([O:21][C:22](=[O:24])[CH3:23])[C@H:15]([O:16][C:17](=[O:19])[CH3:18])[C@H:10]2[O:11][C:12](=[O:14])[CH3:13])=[CH:4][CH:3]=1.C(N(CC)C(C)C)(C)C.[CH3:41][Si:42]([CH3:49])([CH3:48])[CH2:43][CH2:44][O:45][CH2:46]Cl.[Na+].[Cl-]>C(Cl)Cl>[CH3:41][Si:42]([CH3:49])([CH3:48])[CH2:43][CH2:44][O:45][CH2:46][O:1][C:2]1[CH:3]=[CH:4][C:5]([S:8][C@@H:9]2[O:26][C@H:25]([CH2:27][O:28][C:29](=[O:31])[CH3:30])[C@H:20]([O:21][C:22](=[O:24])[CH3:23])[C@H:15]([O:16][C:17](=[O:19])[CH3:18])[C@H:10]2[O:11][C:12](=[O:14])[CH3:13])=[CH:6][CH:7]=1 |f:3.4|. Starting materials: O (water), C(C)N(C(=O)CNC1=C(C=CC(=C1)[N+](=O)[O-])OC)CC (2-diethylcarbamylmethylamino-4-nitro anisole). The reagents and catalysts are [Fe] (iron). The solvent is C(C)(=O)O (acetic acid). Run at temperature 90 celsius. Yields the product C(C)N(C(=O)CNC1=C(C=CC(=C1)N)OC)CC (2-diethylcarbamylmethylamino-4-amino anisole). Reaction SMILES: O.[CH2:2]([N:4]([CH2:20][CH3:21])[C:5]([CH2:7][NH:8][C:9]1[CH:14]=[C:13]([N+:15]([O-])=O)[CH:12]=[CH:11][C:10]=1[O:18][CH3:19])=[O:6])[CH3:3]>[Fe].C(O)(=O)C>[CH2:20]([N:4]([CH2:2][CH3:3])[C:5]([CH2:7][NH:8][C:9]1[CH:14]=[C:13]([NH2:15])[CH:12]=[CH:11][C:10]=1[O:18][CH3:19])=[O:6])[CH3:21]. Reported procedure: Into 120 ml of water, one adds 28 g of iron powder and 10 ml of acetic acid. The mixture is brought to a temperature of 85° C. under agitation. Then one adds, little by little, 0.1 mol (28 g) of 2-diethylcarbamylmethylamino-4-nitro anisole. The reaction medium is maintained for 10 minutes at a temperature of 90° C. Then one adds 14 ml of 10 N. soda solution. It is filtered boiling on a heated filter. By cooling the filtrate the expected product crystallizes. After recrystallization in water and ... The reactants are Cl.N1=CC=CC=C1 (pyridine hydrochloride), C(C)OC(N1C(NCC1)=N[N+](=O)[O-])OCC (1-diethoxymethyl-2-nitroiminoimidazolidine), NC1=C(C=CC=C1)C1=CC=CC=C1 (o-aminobiphenyl), CN1C(N(CC1)C)=O (1,3-dimethyl-2-imidazolidinone). Solvent: O (water). Reaction conditions: time 20 minute. Yields the product C1(=CC=CC=C1)C1=C(C=CC=C1)N=CN1C(NCC1)=N[N+](=O)[O-] (1-(2-phenylphenyliminomethyl)-2-nitroiminoimidazolidine). Isolated yield 48.1%. Reaction SMILES: Cl.N1C=CC=CC=1.C(O[CH:11](OCC)[N:12]1[CH2:16][CH2:15][NH:14][C:13]1=[N:17][N+:18]([O-:20])=[O:19])C.[NH2:24][C:25]1[CH:30]=[CH:29][CH:28]=[CH:27][C:26]=1[C:31]1[CH:36]=[CH:35][CH:34]=[CH:33][CH:32]=1.CN1CCN(C)C1=O>O>[C:31]1([C:26]2[CH:27]=[CH:28][CH:29]=[CH:30][C:25]=2[N:24]=[CH:11][N:12]2[CH2:16][CH2:15][NH:14][C:13]2=[N:17][N+:18]([O-:20])=[O:19])[CH:32]=[CH:33][CH:34]=[CH:35][CH:36]=1 |f:0.1|. Procedure: 0.25 g of pyridine hydrochloride was added to a mixture of 5.0 g of 1-diethoxymethyl-2-nitroiminoimidazolidine, 3.64 g of o-aminobiphenyl and 3 ml of 1,3-dimethyl-2-imidazolidinone at 100° C., followed by agitation at the same temperature for 20 minutes. The reaction mixture was poured into water, extracted with ethyl ether, washed with water, dried and concentrated, followed by addition of ether to the resultant oily residue. The resulting crystals were collected by filtration and dried to give... Reactants: BrC=1C=C(C(N(C1)C)=O)NC1=NC=2CCNCC2C=C1 (5-Bromo-1-methyl-3-(5,6,7,8-tetrahydro-1,6-naphthyridin-2-ylamino)pyridin-2(1H)-one), C=O (formaldehyde), [BH-](OC(=O)C)(OC(=O)C)OC(=O)C.[Na+] (NaBH(OAc)3), C(C)(=O)O (acetic acid), [OH-].[Na+] (NaOH). The solvent is CO (methanol). Run at time 4 hour. Product: BrC=1C=C(C(N(C1)C)=O)NC1=NC=2CCN(CC2C=C1)C (5-Bromo-1-methyl-3-(6-methyl-5,6,7,8-tetrahydro-1,6-naphthyridin-2-ylamino)pyridin-2(1H)-one). Isolated yield 76.4%. RXN SMILES: [Br:1][C:2]1[CH:3]=[C:4]([NH:10][C:11]2[CH:20]=[CH:19][C:18]3[CH2:17][NH:16][CH2:15][CH2:14][C:13]=3[N:12]=2)[C:5](=[O:9])[N:6]([CH3:8])[CH:7]=1.C=O.[BH-](OC(C)=O)(OC(C)=O)O[C:25](C)=O.[Na+].C(O)(=O)C.[OH-].[Na+]>CO>[Br:1][C:2]1[CH:3]=[C:4]([NH:10][C:11]2[CH:20]=[CH:19][C:18]3[CH2:17][N:16]([CH3:25])[CH2:15][CH2:14][C:13]=3[N:12]=2)[C:5](=[O:9])[N:6]([CH3:8])[CH:7]=1 |f:2.3,5.6|. Procedure: A mixture of 205a (2.75 g, 7.5 mmol), formaldehyde (37 percent in water, 30 ml, 375 mmol), NaBH(OAc)3 (4.75 g, 22.5 mmol) and acetic acid (25 ml, 150 mmol) in methanol (125 ml) was stirred for 4 hours at room temperature. The mixture was then brought to basic condition with saturated NaOH solution and extracted with ethyl acetate. The organic layer was dried over Na2SO4 and evaporated under reduced pressure. The residue was purified by column chromatography eluting with 4:1 ethyle acetate/methan... The reactants are CC(=O)O[BH-](OC(C)=O)OC(C)=O, C=CCC1(C)CC(c2cccc(Cl)c2)C(c2ccc(Cl)cc2)N(C(C=O)CC)C1=O, CC(=O)O, C1OC2CNC1C2, [Na+]. The product is C=CCC1(C)CC(c2cccc(Cl)c2)C(c2ccc(Cl)cc2)N(C(CC)CN2CC3CC2CO3)C1=O. Reaction SMILES: [C:38]([O:39][BH-:40]([O:41][C:42](=[O:43])[CH3:44])[O:45][C:46](=[O:47])[CH3:48])(=[O:49])[CH3:50].[CH2:1]([CH:2]=[CH2:3])[C:4]1([CH3:30])[C:5](=[O:29])[N:6]([CH:24]([CH:25]=[O:26])[CH2:27][CH3:28])[CH:7]([c:17]2[cH:18][cH:19][c:20]([Cl:23])[cH:21][cH:22]2)[CH:8]([c:10]2[cH:11][c:12]([Cl:16])[cH:13][cH:14][cH:15]2)[CH2:9]1.[CH3:52][C:53](=[O:54])[OH:55].[CH:31]12[O:32][CH2:33][CH:34]([NH:35][CH2:36]1)[CH2:37]2.[Na+:51]>>[CH2:1]([CH:2]=[CH2:3])[C:4]1([CH3:30])[C:5](=[O:29])[N:6]([CH:24]([CH2:25][N:35]2[CH:34]3[CH2:33][O:32][CH:31]([CH2:36]2)[CH2:37]3)[CH2:27][CH3:28])[CH:7]([c:17]2[cH:18][cH:19][c:20]([Cl:23])[cH:21][cH:22]2)[CH:8]([c:10]2[cH:11][c:12]([Cl:16])[cH:13][cH:14][cH:15]2)[CH2:9]1. Starting materials: [N+](=O)([O-])C1=C(N)C=CC(=C1)OCOC (2-nitro-4-methoxymethoxyaniline), [H][H] (hydrogen). The reagents and catalysts are [Pd] (palladium-on-charcoal). Solvent: CO (methanol). Yields the product NC1=C(C=C(C=C1)OCOC)N (1,2-diamino-4-methoxymethoxybenzene). Reaction SMILES: [N+:1]([C:4]1[CH:10]=[C:9]([O:11][CH2:12][O:13][CH3:14])[CH:8]=[CH:7][C:5]=1[NH2:6])([O-])=O.[H][H]>[Pd].CO>[NH2:6][C:5]1[CH:7]=[CH:8][C:9]([O:11][CH2:12][O:13][CH3:14])=[CH:10][C:4]=1[NH2:1]. Procedure: A mixture of 3.5 g. of 2-nitro-4-methoxymethoxyaniline, 1 g. of 5% palladium-on-charcoal catalyst and 120 ml. of methanol is hydrogenated at ambient conditions. After the uptake of hydrogen is complete, the mixture is filtered and 1,2-diamino-4-methoxymethoxybenzene is obtained by evaporation of the solvent. Starting materials: C(C)(C)(C)OC(=O)N1C=CC2=C3CC(NC3=CC=C21)C(=O)OCCC2=CC=C(C=C2)[N+](=O)[O-] (2-(4-Nitrophenyl)ethyl 3-[(tert-butyl)oxycarbonyl]pyrrolo[4,5-e]indoline-7-carboxylate), C(C)(C)(C)OC(=O)N1C=CC2=C3CC(NC3=CC=C21)C(=O)OCCC2=CC=C(C=C2)[N+](=O)[O-] (2-(4-Nitrophenyl)ethyl 3-[(tert-butyl)oxycarbonyl]pyrrolo[4,5-e]indoline-7-carboxylate), FC(C(=O)O)(F)F (trifluoroacetic acid). The product is C(=O)(C(F)(F)F)O (TFA), CCCCCCCCCCCCN (amine 12). As a reaction SMILES: C(OC([N:8]1[C:19]2[C:11](=[C:12]3[C:16](=[CH:17][CH:18]=2)N[CH:14]([C:20](OCCC2C=CC([N+]([O-])=O)=CC=2)=O)[CH2:13]3)[CH:10]=[CH:9]1)=O)(C)(C)C.[F:34][C:35]([F:40])([F:39])[C:36]([OH:38])=[O:37]>>[C:36]([OH:38])([C:35]([F:40])([F:39])[F:34])=[O:37].[CH3:35][CH2:20][CH2:14][CH2:13][CH2:12][CH2:16][CH2:17][CH2:18][CH2:19][CH2:11][CH2:10][CH2:9][NH2:8]. Procedure: 2-(4-Nitrophenyl)ethyl 3-[(tert-butyl)oxycarbonyl]pyrrolo[4,5-e]indoline-7-carboxylate (1.62 g) (Compound 1-1 of Scheme I) was selectively deprotected by treatment with 15 mL of trifluoroacetic acid (i.e., TFA) for 1 h. TFA was evaporated to afford a TFA salt of amine 12. Residual TFA was removed by co-evaporation with ether followed by drying under vacuum. The TEA salt was dissolved in 30 mL of anhydrous DMF in the presence of 0.9 mL of triethylamine. Compound 1-2 of Scheme II (see Example 1) (... The reactants are CC(C)(C)OC(N)=O, CC1(C)Oc2cc(Cl)ccc2C(c2ccc(F)cc2)=C1C#N. The product is CC(C)(C)OC(=O)Nc1ccc2c(c1)OC(C)(C)C(C#N)=C2c1ccc(F)cc1. RXN SMILES: [C:23]([NH2:24])([O:25][C:26]([CH3:27])([CH3:28])[CH3:29])=[O:30].[Cl:1][c:2]1[cH:3][cH:4][c:5]2[c:10]([cH:11]1)[O:9][C:8]([CH3:12])([CH3:13])[C:7]([C:14]#[N:15])=[C:6]2[c:16]1[cH:17][cH:18][c:19]([F:22])[cH:20][cH:21]1>>[c:2]1([NH:24][C:23]([O:25][C:26]([CH3:27])([CH3:28])[CH3:29])=[O:30])[cH:3][cH:4][c:5]2[c:10]([cH:11]1)[O:9][C:8]([CH3:12])([CH3:13])[C:7]([C:14]#[N:15])=[C:6]2[c:16]1[cH:17][cH:18][c:19]([F:22])[cH:20][cH:21]1. The reactants are COC(=O)C=1NC=CC1 (1H-pyrrole-2-carboxylic acid methyl ester), ice water, C(C(C)C)(=O)Cl (isobutyryl chloride), [Cl-].[Al+3].[Cl-].[Cl-] (aluminum chloride). The product is COC(=O)C=1NC=C(C1)C(C(C)C)=O (4-isobutyryl-1H-pyrrole-2-carboxylic acid methyl ester). As a reaction SMILES: [C:1](Cl)(=[O:5])[CH:2]([CH3:4])[CH3:3].[Cl-].[Al+3].[Cl-].[Cl-].[CH3:11][O:12][C:13]([C:15]1[NH:16][CH:17]=[CH:18][CH:19]=1)=[O:14]>C(Cl)Cl>[CH3:11][O:12][C:13]([C:15]1[NH:16][CH:17]=[C:18]([C:1](=[O:5])[CH:2]([CH3:4])[CH3:3])[CH:19]=1)=[O:14] |f:1.2.3.4|. Procedure: A mixture of isobutyryl chloride and aluminum chloride in dry DCM were stirred in an inert atmosphere at 0-5° C. for 15 minutes. To this was added a solution of 1H-pyrrole-2-carboxylic acid methyl ester in dry DCM drop wise under stirring at 0-5° C. and stirred further for 4 hours at room temperature. After completion of reaction, reaction mixture was poured into ice water and extracted with DCM, DCM layer was washed with 1N NaOH followed by water and brine. The organic layer was dried over anhy... Conditions: temperature 2.5 celsius, time 15 minute. Solvent: C(Cl)Cl (DCM), C(Cl)Cl (DCM).